This data is from the Open Reaction Database (ORD), a public repository of structured organic reaction records. The task is: describe an organic reaction: reactants, conditions, products, and yield The reactants are [BH4-], CCOC(=O)COc1cc2nc(N3CCOCC3)nc(N3CCC(n4c(=O)c5cc(C)ccc5n(C)c4=O)CC3)c2cc1OCC, CCO, [Na+]. Product: CCOc1cc2c(N3CCC(n4c(=O)c5cc(C)ccc5n(C)c4=O)CC3)nc(N3CCOCC3)nc2cc1OCCO. As a reaction SMILES: [BH4-:47].[CH2:1]([CH3:2])[O:3][c:4]1[cH:5][c:6]2[c:7]([N:27]3[CH2:28][CH2:29][CH:30]([n:33]4[c:34](=[O:46])[n:35]([CH3:45])[c:36]5[cH:37][cH:38][c:39]([CH3:44])[cH:40][c:41]5[c:42]4=[O:43])[CH2:31][CH2:32]3)[n:8][c:9]([N:21]3[CH2:22][CH2:23][O:24][CH2:25][CH2:26]3)[n:10][c:11]2[cH:12][c:13]1[O:14][CH2:15][C:16](=[O:17])[O:18][CH2:19][CH3:20].[CH3:49][CH2:50][OH:51].[Na+:48]>>[CH2:1]([CH3:2])[O:3][c:4]1[cH:5][c:6]2[c:7]([N:27]3[CH2:28][CH2:29][CH:30]([n:33]4[c:34](=[O:46])[n:35]([CH3:45])[c:36]5[cH:37][cH:38][c:39]([CH3:44])[cH:40][c:41]5[c:42]4=[O:43])[CH2:31][CH2:32]3)[n:8][c:9]([N:21]3[CH2:22][CH2:23][O:24][CH2:25][CH2:26]3)[n:10][c:11]2[cH:12][c:13]1[O:14][CH2:15][CH2:16][OH:17]. The product is O=C(O)c1ccc(-c2nccs2)cc1. Starting materials: CC=C(C)C, CC(C)(C)O, [O-][Cl+][O-], Cl, [Na+], [Na+], C1CCOC1, O, O=P([O-])(O)O, O=Cc1ccc(-c2nccs2)cc1. Reaction SMILES: [CH3:24][C:25](=[CH:26][CH3:27])[CH3:28].[CH3:36][C:37]([OH:38])([CH3:39])[CH3:40].[Cl+:14]([O-:15])[O-:16].[ClH:29].[Na+:17].[Na+:18].[O:31]1[CH2:32][CH2:33][CH2:34][CH2:35]1.[OH2:30].[OH:19][P:20](=[O:21])([O-:22])[OH:23].[s:1]1[c:2](-[c:6]2[cH:7][cH:8][c:9]([CH:10]=[O:11])[cH:12][cH:13]2)[n:3][cH:4][cH:5]1>>[s:1]1[c:2](-[c:6]2[cH:7][cH:8][c:9]([C:10](=[O:11])[OH:15])[cH:12][cH:13]2)[n:3][cH:4][cH:5]1. Reactants: CCOc1ccc(-c2c(OC3CCC(C(C)(C)C)CC3)ccc3cc(C4(C)COC(=O)N4)ccc23)cc1, CC(N)(CO)c1ccc2c(-c3ccc(OC(F)(F)F)cc3)c(OC3CCC(C(C)(C)C)CC3)ccc2c1. Yields the product CCOc1ccc(-c2c(OC3CCC(C(C)(C)C)CC3)ccc3cc(C(C)(N)CO)ccc23)cc1. Reaction SMILES: [C:38]([CH3:39])([CH3:40])([CH3:41])[CH:42]1[CH2:43][CH2:44][CH:45]([O:48][c:49]2[c:50](-[c:66]3[cH:67][cH:68][c:69]([O:72][CH2:73][CH3:74])[cH:70][cH:71]3)[c:51]3[cH:52][cH:53][c:54]([C:59]4([CH3:65])[NH:60][C:61](=[O:64])[O:62][CH2:63]4)[cH:55][c:56]3[cH:57][cH:58]2)[CH2:46][CH2:47]1.[NH2:1][C:2]([c:3]1[cH:4][cH:5][c:6]2[c:7]([cH:8][cH:9][c:10]([O:11][CH:12]3[CH2:13][CH2:14][CH:15]([C:16]([CH3:17])([CH3:18])[CH3:19])[CH2:20][CH2:21]3)[c:22]2-[c:23]2[cH:24][cH:25][c:26]([O:27][C:28]([F:29])([F:30])[F:31])[cH:32][cH:33]2)[cH:34]1)([CH3:35])[CH2:36][OH:37]>>[C:38]([CH3:39])([CH3:40])([CH3:41])[CH:42]1[CH2:43][CH2:44][CH:45]([O:48][c:49]2[c:50](-[c:66]3[cH:67][cH:68][c:69]([O:72][CH2:73][CH3:74])[cH:70][cH:71]3)[c:51]3[cH:52][cH:53][c:54]([C:59]([NH2:60])([CH2:63][OH:62])[CH3:65])[cH:55][c:56]3[cH:57][cH:58]2)[CH2:46][CH2:47]1.